describe an organic reaction: reactants, conditions, products, and yield From a dataset of the Open Reaction Database (ORD), a public repository of structured organic reaction records. The reactants are CCOC(=O)c1cnc(SC)nc1NC1CCCC1, CCO, Cl, [Na+], [OH-]. Yields the product CSc1ncc(C(=O)O)c(NC2CCCC2)n1. Reaction SMILES: [CH2:3]([CH3:4])[O:5][C:6](=[O:7])[c:8]1[c:9]([NH:16][CH:17]2[CH2:18][CH2:19][CH2:20][CH2:21]2)[n:10][c:11]([S:14][CH3:15])[n:12][cH:13]1.[CH3:23][CH2:24][OH:25].[ClH:22].[Na+:2].[OH-:1]>>[O:5]=[C:6]([OH:7])[c:8]1[c:9]([NH:16][CH:17]2[CH2:18][CH2:19][CH2:20][CH2:21]2)[n:10][c:11]([S:14][CH3:15])[n:12][cH:13]1.